Task: describe an organic reaction: reactants, conditions, products, and yield. Dataset: the Open Reaction Database (ORD), a public repository of structured organic reaction records The reactants are OC(=O)C(F)(F)F.C(C1=CC=CC=C1)N1CC2=NC(=C(N=C2CC1C)NCC(F)F)N1CCC(CC1)OC1=C(C=C(C=C1)F)F (6-benzyl-N-(2,2-difluoroethyl)-3-(4-(2,4-difluorophenoxyl)piperidin-1-yl)-7-methyl-5,6,7,8-tetrahydropyrido[3,4-b]pyrazin-2-amine TFA salt). The reagents and catalysts are [OH-].[OH-].[Pd+2] (Pd(OH)2 on carbon). Run in C1CCOC1 (THF). Run at time 3 hour. The product is FC(CNC=1N=C2C(=NC1N1CCC(CC1)OC1=C(C=C(C=C1)F)F)CNC(C2)C)F (N-(2,2-difluoroethyl)-3-(4-(2,4-difluorophenoxyl)piperidin-1-yl)-7-methyl-5,6,7,8-tetrahydropyrido[3,4-b]pyrazin-2-amine), C(=O)(C(F)(F)F)O (TFA). Isolated yield 446.9%. As a reaction SMILES: [OH:1][C:2]([C:4]([F:7])([F:6])[F:5])=[O:3].C([N:15]1[CH:24]([CH3:25])[CH2:23][C:22]2[C:17](=[N:18][C:19]([N:31]3[CH2:36][CH2:35][CH:34]([O:37][C:38]4[CH:43]=[CH:42][C:41]([F:44])=[CH:40][C:39]=4[F:45])[CH2:33][CH2:32]3)=[C:20]([NH:26][CH2:27][CH:28]([F:30])[F:29])[N:21]=2)[CH2:16]1)C1C=CC=CC=1>C1COCC1.[OH-].[OH-].[Pd+2]>[F:30][CH:28]([F:29])[CH2:27][NH:26][C:20]1[N:21]=[C:22]2[CH2:23][CH:24]([CH3:25])[NH:15][CH2:16][C:17]2=[N:18][C:19]=1[N:31]1[CH2:32][CH2:33][CH:34]([O:37][C:38]2[CH:43]=[CH:42][C:41]([F:44])=[CH:40][C:39]=2[F:45])[CH2:35][CH2:36]1.[C:2]([OH:3])([C:4]([F:7])([F:6])[F:5])=[O:1] |f:0.1,3.4.5|. Procedure: A solution of 6-benzyl-N-(2,2-difluoroethyl)-3-(4-(2,4-difluorophenoxyl)piperidin-1-yl)-7-methyl-5,6,7,8-tetrahydropyrido[3,4-b]pyrazin-2-amine TFA salt (135 mg, 0.210 mmol) and Pd(OH)2 on carbon (14.7 mg, 0.021 mmol) in THF (1.05 mL) was purged and stirred under hydrogen atmosphere for 3 h. The reaction mixture was filtered through Celite™ and the solvent was removed to give the title compound as a TFA salt (107 mg, 92%). Reactants: [Ca+2], O=N[O-], O=NO, Nc1ccc2ccncc2c1Cl, [Na+], O=C([O-])[O-], O, O, O, O, O, O, O=S(=O)(O)O, O=S(=O)(O)O. The product is O=[N+]([O-])c1ccc2ccncc2c1Cl. As a reaction SMILES: [Ca+2:20].[N:13](=[O:14])[O-:15].[N:17]([OH:18])=[O:19].[NH2:1][c:2]1[cH:3][cH:4][c:5]2[cH:6][cH:7][n:8][cH:9][c:10]2[c:11]1[Cl:12].[Na+:16].[O-:21][C:22](=[O:23])[O-:24].[OH2:25].[OH2:26].[OH2:27].[OH2:28].[OH2:29].[OH2:40].[S:30]([OH:31])([OH:32])(=[O:33])=[O:34].[S:35](=[O:36])(=[O:37])([OH:38])[OH:39]>>[c:2]1([N+:13](=[O:14])[O-:15])[cH:3][cH:4][c:5]2[cH:6][cH:7][n:8][cH:9][c:10]2[c:11]1[Cl:12]. Reactants: ClCCl, CN(C)C=O, O=C(Cl)C(=O)Cl, O=C(O)CCCCCCCCCCC(F)(F)F, O=C=O. Yields the product O=C(Cl)CCCCCCCCCCC(F)(F)F. RXN SMILES: [CH2:32]([Cl:33])[Cl:34].[CH3:18][N:19]([CH3:20])[CH:21]=[O:22].[Cl:23][C:24]([C:25]([Cl:26])=[O:27])=[O:28].[F:1][C:2]([CH2:3][CH2:4][CH2:5][CH2:6][CH2:7][CH2:8][CH2:9][CH2:10][CH2:11][CH2:12][C:13](=[O:14])[OH:15])([F:16])[F:17].[O:29]=[C:30]=[O:31]>>[F:1][C:2]([CH2:3][CH2:4][CH2:5][CH2:6][CH2:7][CH2:8][CH2:9][CH2:10][CH2:11][CH2:12][C:13](=[O:14])[Cl:23])([F:16])[F:17]. Reactants: Di-Phosphorous pentoxide, SC1=CC=C(C(=O)O)C=C1 (4-mercaptobenzoic acid), CN(C)C=O (DMF), CCOC(=O)C (EtOAc), thiol, disulphide. Run at temperature 150 celsius. The product is CN(C(=O)C1=CC=C(C=C1)S)C (4-[N,N-Dimethylcarbamoyl]thiophenol). Reaction SMILES: [SH:1][C:2]1[CH:10]=[CH:9][C:5]([C:6](O)=[O:7])=[CH:4][CH:3]=1.CCOC(C)=O.[CH3:17][N:18](C=O)[CH3:19]>>[CH3:17][N:18]([CH3:19])[C:6]([C:5]1[CH:9]=[CH:10][C:2]([SH:1])=[CH:3][CH:4]=1)=[O:7]. Procedure details: Di-Phosphorous pentoxide (923 mg) was added to a solution of 4-mercaptobenzoic acid (2000 mg) in DMF (10 ml). The mixture was stirred for sixteen hours at 150° C. under argon. The mixture was allowed to cool then EtOAc (150 ml) was added. The solution was washed with water (100 ml), brine (50 ml) and dried. The volatile material was removed by evaporation and the residue was purified by chromatography on silica gel, eluted with 2.5% MeOH in DCM to give two samples. One sample containing a mixtur... Starting materials: CCO, O=C(NCc1cccc([N+](=O)[O-])c1)NC(C(=O)OC1CCCC1)c1ccccc1. Yields the product Nc1cccc(CNC(=O)NC(C(=O)OC2CCCC2)c2ccccc2)c1. As a reaction SMILES: [CH3:30][CH2:31][OH:32].[CH:1]1([O:6][C:7]([CH:8]([c:9]2[cH:10][cH:11][cH:12][cH:13][cH:14]2)[NH:15][C:16](=[O:17])[NH:18][CH2:19][c:20]2[cH:21][c:22]([N+:26]([O-:27])=[O:28])[cH:23][cH:24][cH:25]2)=[O:29])[CH2:2][CH2:3][CH2:4][CH2:5]1>>[CH:1]1([O:6][C:7]([CH:8]([c:9]2[cH:10][cH:11][cH:12][cH:13][cH:14]2)[NH:15][C:16](=[O:17])[NH:18][CH2:19][c:20]2[cH:21][c:22]([NH2:26])[cH:23][cH:24][cH:25]2)=[O:29])[CH2:2][CH2:3][CH2:4][CH2:5]1. Reactants: CCO, [Cl-], [Fe], O=[N+]([O-])c1ccc2cnn(CCN3CCCC3)c2c1, [NH4+], O. Product: Nc1ccc2cnn(CCN3CCCC3)c2c1. RXN SMILES: [CH3:23][CH2:24][OH:25].[Cl-:20].[Fe:22].[N+:1]([O-:2])(=[O:3])[c:4]1[cH:5][cH:6][c:7]2[cH:8][n:9][n:10]([CH2:13][CH2:14][N:15]3[CH2:16][CH2:17][CH2:18][CH2:19]3)[c:11]2[cH:12]1.[NH4+:21].[OH2:26]>>[NH2:1][c:4]1[cH:5][cH:6][c:7]2[cH:8][n:9][n:10]([CH2:13][CH2:14][N:15]3[CH2:16][CH2:17][CH2:18][CH2:19]3)[c:11]2[cH:12]1.